From a dataset of the Open Reaction Database (ORD), a public repository of structured organic reaction records. describe an organic reaction: reactants, conditions, products, and yield The reactants are CN1C(=CC=C1)CCCS(=O)(=O)[O-] ([2-(1-methyl-1H-pyrrol-2-yl)ethyl]methanesulfonate), N1C=NC=C1 (1H-imidazole), C([O-])([O-])=O.[K+].[K+] (potassium carbonate). Run in O1CCCC1 (tetrahydrofuran). Reaction conditions: time 3 day. Yields the product CN1C(=CC=C1)CCN1C=NC=C1 (1-[2-(1-methyl-1H-pyrrol-2-yl)ethyl]-1H-imidazole). Yield: 60.3%. Reaction SMILES: [CH3:1][N:2]1[CH:6]=[CH:5][CH:4]=[C:3]1[CH2:7][CH2:8]CS([O-])(=O)=O.[NH:14]1[CH:18]=[CH:17][N:16]=[CH:15]1.C(=O)([O-])[O-].[K+].[K+]>O1CCCC1>[CH3:1][N:2]1[CH:6]=[CH:5][CH:4]=[C:3]1[CH2:7][CH2:8][N:14]1[CH:18]=[CH:17][N:16]=[CH:15]1 |f:2.3.4|. Procedure details: A mixture of 17.8 g of [2-(1-methyl-1H-pyrrol-2-yl)ethyl]methanesulfonate (ester), 11.7 g of 1H-imidazole, 14 g of potassium carbonate and 410 ml of tetrahydrofuran was stirred for 3 days at reflux temperature. After cooling, the reaction mixture was evaporated and the residue was taken up in water. The product was extracted with dichloromethane and the extract was dried, filtered and evaporated. The residue was purified by column chromatography (silica gel; CH2C12 /CH3OH 95:5). The eluent of th... The reactants are CS(=O)(=O)OC1CCN(CC1)C(=O)OC(C)(C)C (tert-Butyl 4-(Methylsulfonyloxy)piperidine-1-carboxylate), [N+](=O)([O-])C=1N=CNC1 (4-nitro-1H-imidazole), C(=O)([O-])[O-].[K+].[K+] (K2CO3). The solvent is CN(C)C=O (DMF). Reaction conditions: temperature 120 celsius. Product: [N+](=O)([O-])C=1N=CN(C1)C1CCN(CC1)C(=O)OC(C)(C)C (tert-Butyl 4-(4-Nitro-1H-imidazol-1-yl)piperidine-1-carboxylate). Isolated yield 32.3%. RXN SMILES: CS(O[CH:6]1[CH2:11][CH2:10][N:9]([C:12]([O:14][C:15]([CH3:18])([CH3:17])[CH3:16])=[O:13])[CH2:8][CH2:7]1)(=O)=O.[N+:19]([C:22]1[N:23]=[CH:24][NH:25][CH:26]=1)([O-:21])=[O:20].C([O-])([O-])=O.[K+].[K+]>CN(C=O)C>[N+:19]([C:22]1[N:23]=[CH:24][N:25]([CH:6]2[CH2:11][CH2:10][N:9]([C:12]([O:14][C:15]([CH3:18])([CH3:17])[CH3:16])=[O:13])[CH2:8][CH2:7]2)[CH:26]=1)([O-:21])=[O:20] |f:2.3.4|. Procedure details: A 250-mL single-neck round-bottomed flask equipped with a magnetic stirrer and a reflux condenser was charged with 243a (7.0 g, 25.1 mmol), DMF (120 mL), 4-nitro-1H-imidazole (2.80 g, 25.1 mmol), and K2CO3 (6.9 g, 50.2 mmol). The mixture was heated at 120° C. for overnight. After this time the reaction was cooled to room temperature and filtered. The filtrate was evaporated in vacuo. The residue was purified by silica-gel column chromatography eluting with 2:2:1 ethyl acetate/petroleum ether/dic... Reactants: Cl, Cc1ccccc1-c1c(Cl)ccc2c1OC(CN=[N+]=[N-])C2, C1CCOC1, c1ccc(P(c2ccccc2)c2ccccc2)cc1. The product is Cc1ccccc1-c1c(Cl)ccc2c1OC(CN)C2. Reaction SMILES: [ClH:41].[N:1](=[N+:2]=[N-:3])[CH2:4][CH:5]1[O:6][c:7]2[c:8]([cH:10][cH:11][c:12]([Cl:21])[c:13]2-[c:14]2[c:15]([CH3:20])[cH:16][cH:17][cH:18][cH:19]2)[CH2:9]1.[O:42]1[CH2:43][CH2:44][CH2:45][CH2:46]1.[c:22]1([P:23]([c:24]2[cH:25][cH:26][cH:27][cH:28][cH:29]2)[c:30]2[cH:31][cH:32][cH:33][cH:34][cH:35]2)[cH:36][cH:37][cH:38][cH:39][cH:40]1>>[NH2:1][CH2:4][CH:5]1[O:6][c:7]2[c:8]([cH:10][cH:11][c:12]([Cl:21])[c:13]2-[c:14]2[c:15]([CH3:20])[cH:16][cH:17][cH:18][cH:19]2)[CH2:9]1. Starting materials: COC(=O)C12CC3CC(CC(C(=O)O)(C3)C1)C2, ClCCl, O=C(Cl)C(=O)Cl, CN(C)C=O. Product: COC(=O)C12CC3CC(CC(C(=O)O)(C3)C1)C2, [Cl-]. Reaction SMILES: [CH3:1][O:2][C:3](=[O:4])[C:5]12[CH2:6][C:7]3([C:15](=[O:16])[OH:17])[CH2:8][CH:9]([CH2:10][CH:11]([CH2:12]1)[CH2:13]3)[CH2:14]2.[Cl:18][CH2:19][Cl:20].[Cl:21][C:22]([C:23]([Cl:24])=[O:25])=[O:26].[O:27]=[CH:28][N:29]([CH3:30])[CH3:31]>>[CH3:1][O:2][C:3](=[O:4])[C:5]12[CH2:6][C:7]3([C:15](=[O:16])[OH:17])[CH2:8][CH:9]([CH2:10][CH:11]([CH2:12]1)[CH2:13]3)[CH2:14]2.[Cl-:18]. The reactants are [Li].C[Cu]C (dimethyl copper lithium), C(C=C)C1C=CC(CC1)=O (4-(2-propenyl)cyclohex-2-en-1-one). Run in O1CCCC1 (tetrahydrofuran), O1CCCC1 (tetrahydrofuran). Run at time 15 minute. The product is C[C@@H]1CC(CC[C@H]1CC=C)=O (Trans-3-methyl-4-(2-propenyl)cyclohexanone). The yield is 55.0%. As a reaction SMILES: [Li].[CH3:2][Cu]C.[CH2:5]([CH:8]1[CH2:13][CH2:12][C:11](=[O:14])[CH:10]=[CH:9]1)[CH:6]=[CH2:7]>O1CCCC1>[CH3:2][C@H:9]1[C@H:8]([CH2:5][CH:6]=[CH2:7])[CH2:13][CH2:12][C:11](=[O:14])[CH2:10]1 |f:0.1,^1:0|. Procedure details: To a 0° C. solution of 0.282 mole of dimethyl copper lithium in 200 ml. of tetrahydrofuran was slowly added a solution of 25.6 g. (0.188 mole) of 4-(2-propenyl)cyclohex-2-en-1-one in 50 ml. of tetrahydrofuran. The reaction was stirred 15 minutes and then quenched by addition to a 0° C. saturated solution (500 ml.) of ammonium chloride. The quenched reaction was extracted with 500 ml. ether. The ether extract was washed with 500 ml. saturated ammonium chloride, dried over magnesium sulfate and ev... The reactants are C(CCC)C1=NC2=C(C(N(CC2)C(CC(=O)OCC)=O)C(=O)OC)N1CC1=CC=C(C=C1)C1=C(C=CC=C1)C1=NN=NN1C(C1=CC=CC=C1)(C1=CC=CC=C1)C1=CC=CC=C1 (methyl (+)-2-n-butyl-5-ethoxycarbonylacetyl-3-[2'-(1-trityl-1H-tetrazol-5-yl)biphenyl-4-yl]methyl-4,5,6,7-tetrahydroimidazo[4,5-c]pyridine-4-carboxylate), O1CCCC1 (tetrahydrofuran). Run in C(=O)O (formic acid). Reaction conditions: time 30 minute. Product: C(CCC)C1=NC2=C(C(N(CC2)C(CC(=O)OCC)=O)C(=O)OC)N1CC1=CC=C(C=C1)C1=C(C=CC=C1)C1=NN=NN1 (methyl (+)-2-n-butyl-5-ethoxycarbonylacetyl-3-[2'-(1H-tetrazol-5-yl)biphenyl-4-yl]methyl-4,5,6,7-tetrahydroimidazo[4,5-c]pyridine-4-carboxylate). Yield: 96.6%. As a reaction SMILES: [CH2:1]([C:5]1[N:25]([CH2:26][C:27]2[CH:32]=[CH:31][C:30]([C:33]3[CH:38]=[CH:37][CH:36]=[CH:35][C:34]=3[C:39]3[N:43](C(C4C=CC=CC=4)(C4C=CC=CC=4)C4C=CC=CC=4)[N:42]=[N:41][N:40]=3)=[CH:29][CH:28]=2)[C:8]2[CH:9]([C:21]([O:23][CH3:24])=[O:22])[N:10]([C:13](=[O:20])[CH2:14][C:15]([O:17][CH2:18][CH3:19])=[O:16])[CH2:11][CH2:12][C:7]=2[N:6]=1)[CH2:2][CH2:3][CH3:4].O1CCCC1>C(O)=O>[CH2:1]([C:5]1[N:25]([CH2:26][C:27]2[CH:28]=[CH:29][C:30]([C:33]3[CH:38]=[CH:37][CH:36]=[CH:35][C:34]=3[C:39]3[NH:43][N:42]=[N:41][N:40]=3)=[CH:31][CH:32]=2)[C:8]2[CH:9]([C:21]([O:23][CH3:24])=[O:22])[N:10]([C:13](=[O:20])[CH2:14][C:15]([O:17][CH2:18][CH3:19])=[O:16])[CH2:11][CH2:12][C:7]=2[N:6]=1)[CH2:2][CH2:3][CH3:4]. Procedure: To a mixture of methyl (+)-2-n-butyl-5-ethoxycarbonylacetyl-3-[2'-(1-trityl-1H-tetrazol-5-yl)biphenyl-4-yl]methyl-4,5,6,7-tetrahydroimidazo[4,5-c]pyridine-4-carboxylate (395 mg) and tetrahydrofuran (4 ml) is added 90% formic acid (8 ml) under ice-cooling, and the mixture is stirred at-room temperature for 30 minutes, and evaporated under reduced pressure to remove the solvent. The resulting residue is purified by silica gel column chromatography (solvent; chloroform/methanol) to give methyl (+)-... The reactants are CC(C)(C)OC(=O)CC(=CCCc1ccccc1)C(=O)O, CO. As a reaction SMILES: [C:1]([CH3:2])([CH3:3])([CH3:4])[O:5][C:6]([CH2:7][C:8]([C:9](=[O:10])[OH:11])=[CH:12][CH2:13][CH2:14][c:15]1[cH:16][cH:17][cH:18][cH:19][cH:20]1)=[O:21].[CH3:22][OH:23]>>[C:1]([CH3:2])([CH3:3])([CH3:4])[O:5][C:6]([CH2:7][CH:8]([C:9](=[O:10])[OH:11])[CH2:12][CH2:13][CH2:14][c:15]1[cH:16][cH:17][cH:18][cH:19][cH:20]1)=[O:21]. Product: CC(C)(C)OC(=O)CC(CCCc1ccccc1)C(=O)O.